This data is from the Open Reaction Database (ORD), a public repository of structured organic reaction records. The task is: describe an organic reaction: reactants, conditions, products, and yield The reactants are O1C(CCCC1)N1C=NC2=C1C=CC(=C2)C(CC)=O (1-[1-(tetrahydro-pyran-2-yl)-1H-benzoimidazol-5-yl]-propan-1-one), Cl.NO (hydroxylamine hydrochloride), CC(=O)[O-].[Na+] (NaOAc). Run in CO (MeOH). Product: O1C(CCCC1)N1C=NC2=C1C=CC(=C2)C(CC)=NO (1-[1-(tetrahydro-pyran-2-yl)-1H-benzoimidazol-5-yl]-propan-1-one oxime). The yield is 89.1%. Reaction SMILES: [O:1]1[CH2:6][CH2:5][CH2:4][CH2:3][CH:2]1[N:7]1[C:11]2[CH:12]=[CH:13][C:14]([C:16](=O)[CH2:17][CH3:18])=[CH:15][C:10]=2[N:9]=[CH:8]1.Cl.[NH2:21][OH:22].CC([O-])=O.[Na+]>CO>[O:1]1[CH2:6][CH2:5][CH2:4][CH2:3][CH:2]1[N:7]1[C:11]2[CH:12]=[CH:13][C:14]([C:16](=[N:21][OH:22])[CH2:17][CH3:18])=[CH:15][C:10]=2[N:9]=[CH:8]1 |f:1.2,3.4|. Procedure: To a solution of 170 (100 mg, 0.39 mmol) in MeOH (5 mL) was added hydroxylamine hydrochloride (54 mg, 0.78 mmol) and NaOAc (100 mg, 1 mmol). The mixture was refluxed overnight. The mixture was extracted with EtOAc, washed sequentially with H2O and brine and dried (Na2SO4), filtered and concentrated in vacuo to afford 95 mg (90%) of 1-[1-(tetrahydro-pyran-2-yl)-1H-benzoimidazol-5-yl]-propan-1-one oxime (172) as a light yellow oil. Reactants: OC(CN)C1=CC=CC=C1 (2-hydroxy-2-phenylethanamine), C(C)C1=CC=C(C=C1)CC(C)=O (4-ethylphenyl acetone). Product: C(C)C1=CC=C(C=C1)CC(C)NCC(C1=CC=CC=C1)O (N-(2-(4-Ethylphenyl)-1-methylethyl)-2-hydroxy-2-phenylethanamine). RXN SMILES: [OH:1][CH:2]([C:5]1[CH:10]=[CH:9][CH:8]=[CH:7][CH:6]=1)[CH2:3][NH2:4].[CH2:11]([C:13]1[CH:18]=[CH:17][C:16]([CH2:19][C:20](=O)[CH3:21])=[CH:15][CH:14]=1)[CH3:12]>>[CH2:11]([C:13]1[CH:18]=[CH:17][C:16]([CH2:19][CH:20]([NH:4][CH2:3][CH:2]([OH:1])[C:5]2[CH:10]=[CH:9][CH:8]=[CH:7][CH:6]=2)[CH3:21])=[CH:15][CH:14]=1)[CH3:12]. Reported procedure: The title compound was prepared in the manner described in Example 3 using 2-hydroxy-2-phenylethanamine and 4-ethylphenyl acetone. Recrystallization of the chromatographed material from hexane gave the title compound m.p. 76-82 as a 19:81 mixture of diastereoisomers (analysed as the hemi-hydrate). τ(CDCl3), 8.9 (3H, d, J=6 Hz), 8.8 (3H, t, J=6 Hz), 7.5 (2H, disappears with D2O), 7.0-7.5 (7H, m), 5.35 (1H, dd), 2.9 (4H, s), 2.7 (5H, s). Reactants: C(C)OC(CC(C1=CC(=C(C=C1)OCC)F)N([C@H](C)C1=CC=CC=C1)CC1=CC=CC=C1)=O (3-[Benzyl-(1(R)-phenylethyl)-amino]-3-(4-ethoxy-3-fluorophenyl)-propionic acid ethyl ester). Reagents/catalysts: [OH-].[OH-].[Pd+2] (Pd(OH)2), [OH-].[OH-].[Pd+2] (Pd(OH)2). The solvent is CCO.CC(=O)O (EtOH HOAc). Conditions: time 12 hour. The product is C(C)OC(CC(C1=CC(=C(C=C1)OCC)F)N)=O (3-Amino-3-(4-Ethoxy-3-fluorophenyl)-propionic acid ethyl ester). Reaction SMILES: [CH2:1]([O:3][C:4](=[O:33])[CH2:5][CH:6]([N:17](CC1C=CC=CC=1)[C@@H](C1C=CC=CC=1)C)[C:7]1[CH:12]=[CH:11][C:10]([O:13][CH2:14][CH3:15])=[C:9]([F:16])[CH:8]=1)[CH3:2]>CCO.CC(O)=O.[OH-].[OH-].[Pd+2]>[CH2:1]([O:3][C:4](=[O:33])[CH2:5][CH:6]([NH2:17])[C:7]1[CH:12]=[CH:11][C:10]([O:13][CH2:14][CH3:15])=[C:9]([F:16])[CH:8]=1)[CH3:2] |f:1.2,3.4.5|. Procedure: A solution of the dibenzylamine 14-4 (30.0 gm, 66.8 mmol) in EtOH/HOAc (340/30 mL) was purged with argon and treated with Pd(OH)2 (6 g) and placed under 1 atm of H2 for 12 h. Additional portions (2.5 g) of Pd(OH)2 were added after 24 h and 48 h. The reaction mixture was purged with argon, filtered through Celite, and the filtrate collected. The filtrate was concentrated to yield the desired amine 14-5. Starting materials: BrC1=CC=C(C=C1)C1=NC=2C(=NC=CC2)N1CC(=O)O (2-(4-bromophenyl)-3H-imidazo[4,5-b]pyridine-3-acetic acid), C(=O)(N1C=NC=C1)N1C=NC=C1 (1,1'-carbonyldiimidazole). Solvent: O1CCCC1 (tetrahydrofuran). Conditions: time 16 hour. The product is BrC1=CC=C(C=C1)C1=NC=2C(=NC=CC2)N1CC(=O)NC (2-(4-Bromophenyl)-N-methyl-3H-imidazo[4,5-b]pyridine-3-acetamide). As a reaction SMILES: [Br:1][C:2]1[CH:7]=[CH:6][C:5]([C:8]2[N:16]([CH2:17][C:18]([OH:20])=O)[C:11]3=[N:12][CH:13]=[CH:14][CH:15]=[C:10]3[N:9]=2)=[CH:4][CH:3]=1.[C:21](N1C=CN=C1)([N:23]1C=CN=C1)=O>O1CCCC1>[Br:1][C:2]1[CH:3]=[CH:4][C:5]([C:8]2[N:16]([CH2:17][C:18]([NH:23][CH3:21])=[O:20])[C:11]3=[N:12][CH:13]=[CH:14][CH:15]=[C:10]3[N:9]=2)=[CH:6][CH:7]=1. Procedure details: A solution of 2-(4-bromophenyl)-3H-imidazo[4,5-b]pyridine-3-acetic acid (5.5 g, 0.0166 mole) and 1,1'-carbonyldiimidazole (2.7 g, 0.0166 mole) in anhydrous tetrahydrofuran (100 ml) was stirred at room temperature with a stream of nitrogen bubbling through it for 21/2 hours. The nitrogen flow was stopped and a solution of monomethylene (1M in tetrahydrofuran) (33 ml) was added. The solution was stoppered and stirred at room temperature for 16 hours. The reaction mixture was concentrated in vacuo ...